This data is from the Open Reaction Database (ORD), a public repository of structured organic reaction records. The task is: describe an organic reaction: reactants, conditions, products, and yield Reactants: CC=1NC(=C(C(C1C(=O)OC)C1=CC(=CC=C1)[N+](=O)[O-])C(=O)OCCCl)C (methyl 2-chloroethyl 1,4-dihydro-2,6-dimethyl-4-(3-nitrophenyl)-pyridine-3,5-dicarboxylate), CC(CC(C1=CC=CC=C1)C1=CC=CC=C1)NC (1,N-dimethyl-3,3-diphenylpropylamine). The solvent is C1(=CC=CC=C1)C (toluene), C(C)OCC (diethyl ether). Run at time 25 hour. Yields the product Cl.CC(CC(C1=CC=CC=C1)C1=CC=CC=C1)NC (l,N-dimethyl-3,3-diphenylpropylamine hydrochloride). As a reaction SMILES: CC1NC(C)=C(C(OCC[Cl:26])=O)C(C2C=CC=C([N+]([O-])=O)C=2)C=1C(OC)=O.[CH3:28][CH:29]([NH:44][CH3:45])[CH2:30][CH:31]([C:38]1[CH:43]=[CH:42][CH:41]=[CH:40][CH:39]=1)[C:32]1[CH:37]=[CH:36][CH:35]=[CH:34][CH:33]=1>C1(C)C=CC=CC=1.C(OCC)C>[ClH:26].[CH3:28][CH:29]([NH:44][CH3:45])[CH2:30][CH:31]([C:38]1[CH:39]=[CH:40][CH:41]=[CH:42][CH:43]=1)[C:32]1[CH:37]=[CH:36][CH:35]=[CH:34][CH:33]=1 |f:4.5|. Reported procedure: A solution of 3.94 g of methyl 2-chloroethyl 1,4-dihydro-2,6-dimethyl-4-(3-nitrophenyl)-pyridine-3,5-dicarboxylate and 4.78 g of 1,N-dimethyl-3,3-diphenylpropylamine in 12 ml of toluene was refluxed under stirring for 25 hours. Upon completion of the reaction the mixture was diluted with diethyl ether and the l,N-dimethyl-3,3-diphenylpropylamine hydrochloride formed was collected by filtration. The filtrate was then evaporated, and the crude product thus obtained was purified by repeated chromat... Reactants: [I-], [K+], O=N[O-], N#CCc1cc(C#N)ccc1N, [Na+], [Na+], [Na+], O, O=S([O-])([O-])=S, O=S(=O)(O)O. Product: N#CCc1cc(C#N)ccc1I. RXN SMILES: [I-:18].[K+:17].[N:1]([O-:2])=[O:3].[NH2:5][c:6]1[c:7]([CH2:14][C:15]#[N:16])[cH:8][c:9]([C:10]#[N:11])[cH:12][cH:13]1.[Na+:24].[Na+:25].[Na+:4].[OH2:26].[S:19]([O-:20])([O-:21])(=[O:22])=[S:23].[S:27](=[O:28])(=[O:29])([OH:30])[OH:31]>>[c:6]1([I:18])[c:7]([CH2:14][C:15]#[N:16])[cH:8][c:9]([C:10]#[N:11])[cH:12][cH:13]1. Starting materials: C1=CN(C=N1)C(=O)N2C=CN=C2 (Carbonyl-1,1′-diimidazole), NC1=C(C(=O)O)C=CC(=C1)F (2-amino-4-fluorobenzoic acid), CN (methylamine). Solvent: C1CCOC1 (THF), C1CCOC1 (THF). Reaction conditions: time 3 hour. Yields the product NC1=C(C(=O)NC)C=CC(=C1)F (2-amino-4-fluoro-N-methylbenzamide). Isolated yield 55.3%. Reaction SMILES: C1N=C[N:3](C(N2C=NC=C2)=O)[CH:2]=1.[NH2:13][C:14]1[CH:22]=[C:21]([F:23])[CH:20]=[CH:19][C:15]=1[C:16](O)=[O:17].CN>C1COCC1>[NH2:13][C:14]1[CH:22]=[C:21]([F:23])[CH:20]=[CH:19][C:15]=1[C:16]([NH:3][CH3:2])=[O:17]. Reported procedure: Carbonyl-1,1′-diimidazole (1.26 g) was added to 2-amino-4-fluorobenzoic acid (1.0 g) in THF (16.3 mL). After stirring overnight a solution of methylamine in THF (2M, 4.9 mL) was added and the reaction stirred for 3 hours. The reaction was concentrated in vacuo and the residue dissolved in EtOAc (100 mL) and saturated aqueous sodium bicarbonate solution (100 mL). The phases were separated and the organics were washed with water (2×100 mL) and then saturated aqueous brine (30 mL). The organics wer... Starting materials: Cl (hydrochloric acid), [H-].[Na+] (Sodium hydride), OC1=CC=C(C=C1)C1=CC=CC=C1 (4-hydroxybiphenyl), BrCC(=O)O (bromoacetic acid). Run in O (water), CN(C)C=O (DMF). Reaction conditions: time 30 minute. Yields the product C1(=CC=C(C=C1)OCC(=O)O)C1=CC=CC=C1 ((4-Biphenylyloxy)acetic acid). The yield is 65.8%. RXN SMILES: [H-].[Na+].[OH:3][C:4]1[CH:9]=[CH:8][C:7]([C:10]2[CH:15]=[CH:14][CH:13]=[CH:12][CH:11]=2)=[CH:6][CH:5]=1.Br[CH2:17][C:18]([OH:20])=[O:19].Cl>O.CN(C=O)C>[C:7]1([C:10]2[CH:15]=[CH:14][CH:13]=[CH:12][CH:11]=2)[CH:6]=[CH:5][C:4]([O:3][CH2:17][C:18]([OH:20])=[O:19])=[CH:9][CH:8]=1 |f:0.1|. Reported procedure: Sodium hydride (60% dispersion in oil; 0.8 g) was added portionwise to a DMF (10 ml) solution of 4-hydroxybiphenyl (1.7 g) under ice-cooling. The reaction mixture was stirred at room temperature for 30 minutes, to which was added bromoacetic acid (1.4 g). The reaction mixture was further stirred at room temperature for 18 hours, which was poured into water. 2N hydrochloric acid was added to the mixture to adjust the pH to 4, which was extracted with ethyl acetate. The organic layer was washed wi...